This data is from the Open Reaction Database (ORD), a public repository of structured organic reaction records. The task is: describe an organic reaction: reactants, conditions, products, and yield Starting materials: [Cl-].O[NH3+] (hydroxylammonium chloride), C(O)([O-])=O.[Na+] (sodium hydrogencarbonate), C(C)C1=CC2=C(N(C(NC2=O)=O)CC2=CC=C(C=C2)C=2C(=CC=CC2)C#N)S1 (4′-[(6-ethyl-2,4-dioxo-3,4-dihydrothieno[2,3-d]pyrimidin-1(2H)-yl)methyl]biphenyl-2-carbonitrile), BrCC(=O)C=1SC=CC1 (2-bromo-1-(2-thienyl)ethanone), [H-].[Na+] (sodium hydride). Run in CS(=O)C (dimethyl sulfoxide), C(Cl)(Cl)Cl (chloroform), CS(=O)C (dimethyl sulfoxide), CN(C=O)C (N,N-dimethylformamide), C(C)(=O)OCC (ethyl acetate). Run at time 4 hour. Product: C(C)C1=CC2=C(N(C(N(C2=O)CC(C=2SC=CC2)=O)=O)CC2=CC=C(C=C2)C2=C(C=CC=C2)C2=NOC(N2)=O)S1 (6-ethyl-1-{[2′-(5-oxo-4,5-dihydro-1,2,4-oxadiazol-3-yl)biphenyl-4-yl]methyl}-3-[2-oxo-2-(2-thienyl)ethyl]thieno[2,3-d]pyrimidine-2,4(1H,3H)-dione). The yield is 24.0%. As a reaction SMILES: [CH2:1]([C:3]1[S:28][C:6]2[N:7]([CH2:13][C:14]3[CH:19]=[CH:18][C:17]([C:20]4[C:21]([C:26]#[N:27])=[CH:22][CH:23]=[CH:24][CH:25]=4)=[CH:16][CH:15]=3)[C:8](=[O:12])[NH:9][C:10](=[O:11])[C:5]=2[CH:4]=1)[CH3:2].Br[CH2:30][C:31]([C:33]1[S:34][CH:35]=[CH:36][CH:37]=1)=[O:32].[H-].[Na+].[Cl-].O[NH3+:42].[C:43](=[O:46])([O-])[OH:44].[Na+]>C(OCC)(=O)C.CS(C)=O.C(Cl)(Cl)Cl.CN(C)C=O>[CH2:1]([C:3]1[S:28][C:6]2[N:7]([CH2:13][C:14]3[CH:19]=[CH:18][C:17]([C:20]4[CH:25]=[CH:24][CH:23]=[CH:22][C:21]=4[C:26]4[NH:42][C:43](=[O:46])[O:44][N:27]=4)=[CH:16][CH:15]=3)[C:8](=[O:12])[N:9]([CH2:30][C:31](=[O:32])[C:33]3[S:34][CH:35]=[CH:36][CH:37]=3)[C:10](=[O:11])[C:5]=2[CH:4]=1)[CH3:2] |f:2.3,4.5,6.7|. Procedure details: To a mixture of 4′-[(6-ethyl-2,4-dioxo-3,4-dihydrothieno[2,3-d]pyrimidin-1(2H)-yl)methyl]biphenyl-2-carbonitrile (1.5 g), 2-bromo-1-(2-thienyl)ethanone (0.87 mL) and N,N-dimethylformamide (20 mL) was added sodium hydride (0.19 g), and the mixture was stirred at room temperature for 4 hr. The reaction mixture was diluted with ethyl acetate, washed successively with 5% aqueous potassium hydrogensulfate solution and saturated brine, and dried over anhydrous magnesium sulfate. The solvent was evapor... Starting materials: Cc1ccccc1, [K+], Cc1ccccc1O, CCOC(=O)C(C)(O)c1ccc2cc(OC)ccc2c1, O=S(=O)([O-])O. Yields the product C=C(C(=O)OCC)c1ccc2cc(OC)ccc2c1. As a reaction SMILES: [CH3:35][c:36]1[cH:37][cH:38][cH:39][cH:40][cH:41]1.[K+:6].[OH:27][c:28]1[cH:29][cH:30][cH:31][cH:32][c:33]1[CH3:34].[OH:7][C:8]([C:9](=[O:10])[O:11][CH2:12][CH3:13])([CH3:14])[c:15]1[cH:16][c:17]2[cH:18][cH:19][c:20]([O:25][CH3:26])[cH:21][c:22]2[cH:23][cH:24]1.[S:1](=[O:2])(=[O:3])([OH:4])[O-:5]>>[C:8]([C:9](=[O:10])[O:11][CH2:12][CH3:13])(=[CH2:14])[c:15]1[cH:16][c:17]2[cH:18][cH:19][c:20]([O:25][CH3:26])[cH:21][c:22]2[cH:23][cH:24]1. Reactants: NC(CC)C=1C(NC(=NN1)C1CCCC1)=O (6-(1-aminopropyl)-3-cyclopentyl-1,2,4-triazin-5(4H)-one), C12(CC3CC(CC(C1)C3)C2)C(=O)Cl (1-adamantanecarbonyl chloride). Product: C1(CCCC1)C1=NN=C(C(N1)=O)C(CC)NC(=O)C12CC3CC(CC(C1)C3)C2 (N-[1-(3-Cyclopentyl-5-oxo-4,5-dihydro-1,2,4-triazin-6-yl)propyl]-1-adamantanecarboxamide). RXN SMILES: [NH2:1][CH:2]([C:5]1[C:6](=[O:16])[NH:7][C:8]([CH:11]2[CH2:15][CH2:14][CH2:13][CH2:12]2)=[N:9][N:10]=1)[CH2:3][CH3:4].[C:17]12([C:27](Cl)=[O:28])[CH2:26][CH:21]3[CH2:22][CH:23]([CH2:25][CH:19]([CH2:20]3)[CH2:18]1)[CH2:24]2>>[CH:11]1([C:8]2[NH:7][C:6](=[O:16])[C:5]([CH:2]([NH:1][C:27]([C:17]34[CH2:26][CH:21]5[CH2:20][CH:19]([CH2:25][CH:23]([CH2:22]5)[CH2:24]3)[CH2:18]4)=[O:28])[CH2:3][CH3:4])=[N:10][N:9]=2)[CH2:15][CH2:14][CH2:13][CH2:12]1. Reported procedure: In analogy to the procedure for Example 36A, 150 mg (0.67 mmol) 6-(1-aminopropyl)-3-cyclopentyl-1,2,4-triazin-5(4H)-one, 150 mg (0.74 mmol) 1-adamantanecarbonyl chloride and proportionate amounts of the other reagents are used. The crude product is used in the next step without further purification. Starting materials: FC(OC1=CC(=NN1C)N1N=CC(=C1C)C(=O)O)F (1-(5-Difluoromethoxy-1-methyl-3-pyrazolyl)-5-methyl-4-pyrazolecarboxylic acid), S(=O)(Cl)Cl (thionyl chloride). Solvent: ClCCCl (1,2-dichloroethane). The product is FC(OC1=CC(=NN1C)N1N=CC(=C1C)C(=O)Cl)F (1-(5-Difluoromethoxy-1-methyl-3-pyrazolyl)-5-methyl-4-pyrazolecarbonyl chloride). RXN SMILES: [F:1][CH:2]([F:19])[O:3][C:4]1[N:8]([CH3:9])[N:7]=[C:6]([N:10]2[C:14]([CH3:15])=[C:13]([C:16](O)=[O:17])[CH:12]=[N:11]2)[CH:5]=1.S(Cl)([Cl:22])=O>ClCCCl>[F:1][CH:2]([F:19])[O:3][C:4]1[N:8]([CH3:9])[N:7]=[C:6]([N:10]2[C:14]([CH3:15])=[C:13]([C:16]([Cl:22])=[O:17])[CH:12]=[N:11]2)[CH:5]=1. Procedure: 0.2 g (3.8 mmol) 1-(5-Difluoromethoxy-1-methyl-3-pyrazolyl)-5-methyl-4-pyrazolecarboxylic acid was suspended in 30 ml 1,2-dichloroethane and 1.19 g (10.0 mmol) thionyl chloride was added at room temperature, dropwise. The mixture was heated for 1 hour under reflux and concentrated. The reactants are C(C)(C)(C)OC(N(C)C1=C(C=CC(=C1)OC1=CC(=CC=C1)N)[N+](=O)[O-])=O (N-(5-(3-aminophenoxy)-2-nitrophenyl)-N-methylcarbamic acid t-butyl ester), CC(=O)C (acetone), C(C)(=O)O (acetic acid), C(C)(=O)O[BH-](OC(C)=O)OC(C)=O.[Na+] (sodium triacetoxyborohydride). Run in O1CCCC1 (tetrahydrofuran). Run at time 4 day. The product is C(C)(C)(C)OC(N(C)C1=C(C=CC(=C1)OC1=CC(=CC=C1)NC(C)C)[N+](=O)[O-])=O (N-(5-(3-isopropylamino-phenoxy)-2-nitrophenyl)-N-methylcarbamic acid t-butyl ester). RXN SMILES: [C:1]([O:5][C:6](=[O:26])[N:7]([C:9]1[CH:14]=[C:13]([O:15][C:16]2[CH:21]=[CH:20][CH:19]=[C:18]([NH2:22])[CH:17]=2)[CH:12]=[CH:11][C:10]=1[N+:23]([O-:25])=[O:24])[CH3:8])([CH3:4])([CH3:3])[CH3:2].[CH3:27][C:28]([CH3:30])=O.C(O)(=O)C.C(O[BH-](OC(=O)C)OC(=O)C)(=O)C.[Na+]>O1CCCC1>[C:1]([O:5][C:6](=[O:26])[N:7]([C:9]1[CH:14]=[C:13]([O:15][C:16]2[CH:21]=[CH:20][CH:19]=[C:18]([NH:22][CH:28]([CH3:30])[CH3:27])[CH:17]=2)[CH:12]=[CH:11][C:10]=1[N+:23]([O-:25])=[O:24])[CH3:8])([CH3:4])([CH3:2])[CH3:3] |f:3.4|. Procedure: A mixture of 14.4 g of N-(5-(3-aminophenoxy)-2-nitrophenyl)-N-methylcarbamic acid t-butyl ester, 2.90 g of acetone, 3.00 g of acetic acid, 10.6 g of sodium triacetoxyborohydride and 200 ml of anhydrous tetrahydrofuran was stirred at room temperature for 4 days. The reaction mixture was concentrated, followed by addition of water and extraction with ethyl acetate. After the extraction solution was dried over anhydrous sodium sulfate, the solvent was distilled off, and the resulting residue was pu... Starting materials: N1(CCC1)C1(CCC(CC1)=O)C1=CC=CC=C1 (4-(azetidin-1-yl)-4-phenylcyclohexanone), C(O)([O-])=O.[Na+] (sodium hydrogen carbonate), C(O)([O-])=O.[Na+] (sodium hydrogen carbonate), Cl.NO (hydroxylamine hydrochloride), Cl.NO (hydroxylamine hydrochloride). Run in CO (methanol), O (water). Run at time 8 hour. Yields the product N1(CCC1)C1(CCC(CC1)=NO)C1=CC=CC=C1 (4-(Azetidin-1-yl)-4-phenylcyclohexanone oxime). RXN SMILES: [N:1]1([C:5]2([C:12]3[CH:17]=[CH:16][CH:15]=[CH:14][CH:13]=3)[CH2:10][CH2:9][C:8](=O)[CH2:7][CH2:6]2)[CH2:4][CH2:3][CH2:2]1.C(=O)([O-])O.[Na+].Cl.[NH2:24][OH:25]>CO.O>[N:1]1([C:5]2([C:12]3[CH:17]=[CH:16][CH:15]=[CH:14][CH:13]=3)[CH2:10][CH2:9][C:8](=[N:24][OH:25])[CH2:7][CH2:6]2)[CH2:4][CH2:3][CH2:2]1 |f:1.2,3.4|. Procedure: A solution of 4-(azetidin-1-yl)-4-phenylcyclohexanone (8.4 g) in methanol (84 ml), water (84 ml) and sodium hydrogen carbonate (10.08 g) was stirred for 5 min at room temperature, then hydroxylamine hydrochloride (6.95 g) was added in portions and the mixture was stirred for 8 hours at RT. A further 0.4 equiv. of sodium hydrogen carbonate and hydroxylamine hydrochloride were then added, and stirring was carried out for 16 h at room temperature. Then the reaction mixture was concentrated under re... Starting materials: CNC, O=C(CNC(=O)c1cc(C(F)(F)F)ccc1F)NC1CN(C2CCC(c3ccccc3)CC2)C1. Product: CN(C)c1ccc(C(F)(F)F)cc1C(=O)NCC(=O)NC1CN(C2CCC(c3ccccc3)CC2)C1. Reaction SMILES: [CH3:35][NH:36][CH3:37].[F:1][c:2]1[c:3]([C:4](=[O:5])[NH:6][CH2:7][C:8]([NH:9][CH:10]2[CH2:11][N:12]([CH:14]3[CH2:15][CH2:16][CH:17]([c:20]4[cH:21][cH:22][cH:23][cH:24][cH:25]4)[CH2:18][CH2:19]3)[CH2:13]2)=[O:26])[cH:27][c:28]([C:31]([F:32])([F:33])[F:34])[cH:29][cH:30]1>>[c:2]1([N:36]([CH3:35])[CH3:37])[c:3]([C:4](=[O:5])[NH:6][CH2:7][C:8]([NH:9][CH:10]2[CH2:11][N:12]([CH:14]3[CH2:15][CH2:16][CH:17]([c:20]4[cH:21][cH:22][cH:23][cH:24][cH:25]4)[CH2:18][CH2:19]3)[CH2:13]2)=[O:26])[cH:27][c:28]([C:31]([F:32])([F:33])[F:34])[cH:29][cH:30]1. Reactants: IC1=CC(=C(N)C=C1)OC(F)(F)F (4-iodo-2-(trifluoromethoxy)aniline), CP(C)=O (dimethylphosphine oxide), CC1(C2=C(C(=CC=C2)P(C3=CC=CC=C3)C4=CC=CC=C4)OC5=C(C=CC=C51)P(C6=CC=CC=C6)C7=CC=CC=C7)C (XANTPHOS), P(=O)([O-])([O-])[O-].[K+].[K+].[K+] (potassium phosphate). The reagents and catalysts are C(C)(=O)[O-].[Pd+2].C(C)(=O)[O-] (palladium acetate). Run in CN(C)C=O (DMF). Reaction conditions: time 20 minute. Yields the product CP(=O)(C)C1=CC(=C(N)C=C1)OC(F)(F)F (4-(Dimethylphosphoryl)-2-(trifluoromethoxy)aniline), hydrochloride salt. The yield is 98.0%. RXN SMILES: I[C:2]1[CH:8]=[CH:7][C:5]([NH2:6])=[C:4]([O:9][C:10]([F:13])([F:12])[F:11])[CH:3]=1.[CH3:14][PH:15](=[O:17])[CH3:16].CC1(C)C2C(=C(P(C3C=CC=CC=3)C3C=CC=CC=3)C=CC=2)OC2C(P(C3C=CC=CC=3)C3C=CC=CC=3)=CC=CC1=2.P([O-])([O-])([O-])=O.[K+].[K+].[K+]>CN(C=O)C.C([O-])(=O)C.[Pd+2].C([O-])(=O)C>[CH3:14][P:15]([C:2]1[CH:8]=[CH:7][C:5]([NH2:6])=[C:4]([O:9][C:10]([F:13])([F:12])[F:11])[CH:3]=1)([CH3:16])=[O:17] |f:3.4.5.6,8.9.10|. Procedure details: To a solution of 4-iodo-2-(trifluoromethoxy)aniline (0.606 g, 2.00 mmol) in 8 mL DMF was added dimethylphosphine oxide (0.171 g, 2.20 mmol), palladium acetate (22.4 mg, 0.0100 mmol), XANTPHOS (69.4 mg, 0.120 mmol), and potassium phosphate (0.467 g, 2.20 mmol). The mixture was purged with nitrogen, and subjected to microwaves at 150° C. for 20 minutes. The reaction mixture was concentrated and purified by silica gel chromatography (0-20% 7N ammonia in methanol:dichloromethane) and acidified with ... Yields the product BrCCOCCOC=1C(=CC=C2C(=CC(OC12)=O)NC1=C(C=NC=C1Cl)Cl)OC (8-(2-(2-Bromoethoxy)ethoxy)-4-(3,5-dichloropyridin-4-ylamino)-7-methoxy-2H-chromen-2-one). Reactants: BrCCOCCBr (2-bromoethyl ether), ClC=1C=NC=C(C1NC1=CC(OC2=C(C(=CC=C12)OC)O)=O)Cl (4-(3,5-dichloropyridin-4-ylamino)-8-hydroxy-7-methoxy-2H-chromen-2-one). Reported procedure: The title compound was prepared from 2-bromoethyl ether and 4-(3,5-dichloropyridin-4-ylamino)-8-hydroxy-7-methoxy-2H-chromen-2-one (Example 29) following the procedure outlined in Example 25. 1H NMR (400 MHz, DMSO-d6): δ 9.51 (s, 1H), 8.81 (s, 2H), 7.94 (d, 1H), 7.20 (d, 1H), 4.64 (s, 1H), 4.13 (m, 2H), 3.93 (s, 3H), 3.80-3.74 (m, 4H), 3.55 (t, 2H); MS (ESI): 502.7. RXN SMILES: Br[CH2:2][CH2:3][O:4][CH2:5][CH2:6][Br:7].[Cl:8][C:9]1[CH:10]=[N:11][CH:12]=[C:13]([Cl:30])[C:14]=1[NH:15][C:16]1[C:25]2[C:20](=[C:21]([OH:28])[C:22]([O:26][CH3:27])=[CH:23][CH:24]=2)[O:19][C:18](=[O:29])[CH:17]=1>>[Br:7][CH2:6][CH2:5][O:4][CH2:3][CH2:2][O:28][C:21]1[C:22]([O:26][CH3:27])=[CH:23][CH:24]=[C:25]2[C:20]=1[O:19][C:18](=[O:29])[CH:17]=[C:16]2[NH:15][C:14]1[C:13]([Cl:30])=[CH:12][N:11]=[CH:10][C:9]=1[Cl:8]. Starting materials: FC1=C(C=C(C=C1)OC)C=CC(=O)OCC (ethyl 3-(2-fluoro-5-methoxyphenyl)acrylate). Reagents/catalysts: [Pd] (palladium-activated carbon). Solvent: C(C)O (ethanol). Run at time 15 hour. Yields the product FC1=C(C=C(C=C1)OC)CCC(=O)OCC (ethyl 3-(2-fluoro-5-methoxyphenyl)propanoate). Isolated yield 92.0%. RXN SMILES: [F:1][C:2]1[CH:7]=[CH:6][C:5]([O:8][CH3:9])=[CH:4][C:3]=1[CH:10]=[CH:11][C:12]([O:14][CH2:15][CH3:16])=[O:13]>C(O)C.[Pd]>[F:1][C:2]1[CH:7]=[CH:6][C:5]([O:8][CH3:9])=[CH:4][C:3]=1[CH2:10][CH2:11][C:12]([O:14][CH2:15][CH3:16])=[O:13]. Reported procedure: To a solution of ethyl 3-(2-fluoro-5-methoxyphenyl)acrylate (224 mg) in ethanol (50 mL) was added 10% palladium-activated carbon (24 mg), and the mixture was stirred for 15 hr under a hydrogen atmosphere. The reaction mixture was filtered, and the filtrate was concentrated under reduced pressure to give the title compound (208 mg) as a colorless oil. This compound was used for the next step without further purification.